This data is from the Open Reaction Database (ORD), a public repository of structured organic reaction records. The task is: describe an organic reaction: reactants, conditions, products, and yield The reactants are solution, BrC(C(=O)OC)OC1=CC=CC=C1 (methyl 2-bromo-2-phenoxyacetate), O1CCCC1 (tetrahydrofuran), [OH-].C(CCC)[N+](CCCC)(CCCC)CCCC (tetrabutylammonium hydroxide), tetrabutylammonium salt, CC1=NC(=NC(=C1)C)O (4,6-dimethyl-2-pyrimidinol), CC1=NC(=NC(=C1)C)O (4,6-dimethyl-2-hydroxypyrimidine). The solvent is C(C)OCC (diethyl ether). Reaction conditions: time 2 day. The product is O(C1=CC=CC=C1)C(C(=O)OC)OC1=NC(=CC(=N1)C)C (Methyl 2-Phenoxy-2-((4,6-dimethylpyrimidin-2-yl)oxy)acetate). Reaction SMILES: [CH3:1][C:2]1[CH:7]=[C:6]([CH3:8])[N:5]=[C:4]([OH:9])[N:3]=1.[OH-].C([N+](CCCC)(CCCC)CCCC)CCC.Br[CH:29]([O:34][C:35]1[CH:40]=[CH:39][CH:38]=[CH:37][CH:36]=1)[C:30]([O:32][CH3:33])=[O:31].O1CCCC1>C(OCC)C>[O:34]([CH:29]([O:9][C:4]1[N:5]=[C:6]([CH3:8])[CH:7]=[C:2]([CH3:1])[N:3]=1)[C:30]([O:32][CH3:33])=[O:31])[C:35]1[CH:40]=[CH:39][CH:38]=[CH:37][CH:36]=1 |f:1.2|. Procedure details: Alternately, the tetrabutylammonium salt of 4,6-dimethyl-2-pyrimidinol was first prepared by placing 4,6-dimethyl-2-hydroxypyrimidine (13.0 g, 0.105 mol) in a flask, adding 65 g of 40 percent aqueous tetrabutylammonium hydroxide (0.10 mol), and removing the water by evaporation under reduced pressure at pressures down to about 10 mm Hg (1.33 kPa) at 40°-45° C. The residue amounted to 42.7 g and appeared to be a dihydrate of the desired salt. A 10.9 g portion of this (25 mmol) was placed in a 500...